From a dataset of the Open Reaction Database (ORD), a public repository of structured organic reaction records. describe an organic reaction: reactants, conditions, products, and yield Reactants: [Li]CCCC (BuLi), BrC1=C(C=C(C=C1)OCCC)OC (1-bromo-2-methoxy-4-propoxybenzene), II (I2). Run in C1CCOC1 (THF), C1CCOC1 (THF). Reaction conditions: temperature -78 celsius, time 5 minute. Product: IC1=C(C=C(C=C1)OCCC)OC (1-Iodo-2-methoxy-4-propoxybenzene). RXN SMILES: [Li]CCCC.Br[C:7]1[CH:12]=[CH:11][C:10]([O:13][CH2:14][CH2:15][CH3:16])=[CH:9][C:8]=1[O:17][CH3:18].[I:19]I>C1COCC1>[I:19][C:7]1[CH:12]=[CH:11][C:10]([O:13][CH2:14][CH2:15][CH3:16])=[CH:9][C:8]=1[O:17][CH3:18]. Reported procedure: 11.1 mL (17.8 mmol) BuLi (1.6M solution in hexane) are added to 3.64 g (14.9 mmol) 1-bromo-2-methoxy-4-propoxybenzene (XXVI.1) in 100 mL THF at −78° C. The mixture is stirred for 5 min at −78° C. After that time, 5.65 g (22.3 mmol) I2 in 10 mL THF are added. The mixture is allowed to reach rt. The solvent is removed in vacuo and the residue is purified by column chromatography (silica gel, heptane/EtOAc 1/1). Starting materials: C(CCCC)C=1SC=CC1 (2-pentylthiophene), BrN1C(CCC1=O)=O (N-bromosuccinimide), C(C)(=O)O.C(Cl)(Cl)Cl (chloroform acetic acid), resultant solution. Run in O (Water). Yields the product BrC=1SC(=CC1)CCCCC (2-bromo-5-pentylthiophene). Yield: 97.6%. RXN SMILES: [CH2:1]([C:6]1[S:7][CH:8]=[CH:9][CH:10]=1)[CH2:2][CH2:3][CH2:4][CH3:5].[Br:11]N1C(=O)CCC1=O.C(O)(=O)C.C(Cl)(Cl)Cl>O>[Br:11][C:8]1[S:7][C:6]([CH2:1][CH2:2][CH2:3][CH2:4][CH3:5])=[CH:10][CH:9]=1 |f:2.3|. Procedure details: A solution of 2-pentylthiophene, (25.2 g) N-bromosuccinimide (25.5 g) and a 1:1 chloroform acetic acid mixture (100 cm3) was heated under reflux for 1 h. Water (10 cm3) was added and the resultant solution stirred for 10 min under an atmosphere of nitrogen. The organic layer was separated off and the aqueous layer extracted with diethyl ether (2×50 cm3). The combined organic layers were washed with brine (2×100 cm3), dried (MgSO4), filtered and then evaporated down. The residue was purified by d... The reactants are OC(C#CC(=O)OCCOCCOC)C1=CC(=C(C(=C1)OC)OC)OC (2-(2-methoxyethoxy)-ethyl 4-hydroxy-4-(3,4,5-trimethoxyphenyl)-2-butynoate), dioxide. The solvent is C(Cl)Cl (methylene chloride), C(Cl)Cl (methylene chloride). Conditions: time 2 hour. Yields the product COC=1C=C(C(=O)C#CC(=O)OCCOCCOC)C=C(C1OC)OC (2-(2-methoxyethoxy)ethyl 3-(3,4,5-trimethoxybenzoyl)propiolate). Reaction SMILES: [OH:1][CH:2]([C:15]1[CH:20]=[C:19]([O:21][CH3:22])[C:18]([O:23][CH3:24])=[C:17]([O:25][CH3:26])[CH:16]=1)[C:3]#[C:4][C:5]([O:7][CH2:8][CH2:9][O:10][CH2:11][CH2:12][O:13][CH3:14])=[O:6]>C(Cl)Cl>[CH3:26][O:25][C:17]1[CH:16]=[C:15]([CH:20]=[C:19]([O:21][CH3:22])[C:18]=1[O:23][CH3:24])[C:2]([C:3]#[C:4][C:5]([O:7][CH2:8][CH2:9][O:10][CH2:11][CH2:12][O:13][CH3:14])=[O:6])=[O:1]. Reported procedure: A solution of 8.5 g (23 mmol) of 2-(2-methoxyethoxy)-ethyl 4-hydroxy-4-(3,4,5-trimethoxyphenyl)-2-butynoate in 100 ml of methylene chloride was added dropwise at 0° to a suspension of 60 g (0.69 mol) of manqanese dioxide in 150 ml of methylene chloride. The reaction mixture was stirred at 0° for 2 hours, filtered over magnesium sulphate and concentrated. The residue was purified by flash chromatography on 700 g of silica gel (elution agent methylene chloride/ether 4:1) and subsequently crystalli... Reactants: Cl (hydrochloric acid), CN1C(CCC1)=O (N-methylpyrrolidone), BrC1=CC=C(C=C1)C1=NC=C(C=C1)CCCCCCCC (2-(p-bromophenyl)-5-octylpyridine), [Cu]C#N (copper (I) cyanide). The reagents and catalysts are [Fe](Cl)Cl (iron (II) chloride). Solvent: O (water). Product: C(#N)C1=CC=C(C=C1)C1=NC=C(C=C1)CCCCCCCC (2-(p-cyanophenyl)-5-octylpyridine). Reaction SMILES: [CH3:1][N:2]1CCCC1=O.Br[C:9]1[CH:14]=[CH:13][C:12]([C:15]2[CH:20]=[CH:19][C:18]([CH2:21][CH2:22][CH2:23][CH2:24][CH2:25][CH2:26][CH2:27][CH3:28])=[CH:17][N:16]=2)=[CH:11][CH:10]=1.[Cu]C#N.Cl>[Fe](Cl)Cl.O>[C:1]([C:9]1[CH:14]=[CH:13][C:12]([C:15]2[CH:20]=[CH:19][C:18]([CH2:21][CH2:22][CH2:23][CH2:24][CH2:25][CH2:26][CH2:27][CH3:28])=[CH:17][N:16]=2)=[CH:11][CH:10]=1)#[N:2]. Procedure: 94 ml of N-methylpyrrolidone was added to the 47.6 g (0.138 mol) of the 2-(p-bromophenyl)-5-octylpyridine. Then 19.3 g (0.216 mol) of copper (I) cyanide was added and the solution was refluxed for 2 hours. A mixture of 69 g of iron (II) chloride, 13.8 ml of concentrated hydrochloric acid and 69 ml of water was added to the mixture solution and the organic layer was extracted with chloroform. The extract was washed with a 10% aqueous solution of potassium hydroxide and then three times with water... The reactants are C1(=CC=CC=2C3=CC=CC=C3CCC12)C(=O)OCC (ethyl 9,10-dihydrophenanthrene-1-carboxylate), [H-].[Al+3].[Li+].[H-].[H-].[H-] (lithium aluminum hydride), [OH-].[Na+] (sodium hydroxide), O (water), O (Water). The solvent is C(C)OCC (diethyl ether), C(C)OCC (diethyl ether). Run at time 2 hour. The product is C1(=CC=CC=2C3=CC=CC=C3CCC12)CO (9,10-dihydrophenanthrene-1-methanol). The yield is 35.7%. As a reaction SMILES: [C:1]1([C:15](OCC)=[O:16])[C:14]2[CH2:13][CH2:12][C:11]3[C:6](=[CH:7][CH:8]=[CH:9][CH:10]=3)[C:5]=2[CH:4]=[CH:3][CH:2]=1.[H-].[Al+3].[Li+].[H-].[H-].[H-].O.[OH-].[Na+]>C(OCC)C>[C:1]1([CH2:15][OH:16])[C:14]2[CH2:13][CH2:12][C:11]3[C:6](=[CH:7][CH:8]=[CH:9][CH:10]=3)[C:5]=2[CH:4]=[CH:3][CH:2]=1 |f:1.2.3.4.5.6,8.9|. Procedure: Under a dry nitrogen atmosphere a solution of ethyl 9,10-dihydrophenanthrene-1-carboxylate (5.15 grams, 0.02 mole) in anhydrous diethyl ether (50 ml) was added to a slurry of lithium aluminum hydride (0.5 grams, 0.013 mole) in anhydrous diethyl ether (100 ml). The rate was such that a reflux was maintained throughout the addition. After complete addition, the mixture was stirred at room temperature for two hours. Water (1 ml) was cautiously added to the reaction mixture, followed by 10% aqueous ...